From a dataset of the Open Reaction Database (ORD), a public repository of structured organic reaction records. describe an organic reaction: reactants, conditions, products, and yield Reactants: ClCCS(=O)(=O)Cl (2-chloroethanesulfonyl chloride), [H-].[Na+] (NaH), O(C1=CC=CC=C1)C1=CC=C(C=C1)C=1C(=NC=CC1)N (3-(4-phenoxyphenyl)pyridin-2-amine). Solvent: C1CCOC1 (THF), C1CCOC1 (THF). Run at time 5 minute. Product: O(C1=CC=CC=C1)C1=CC=C(C=C1)C1=CC=CN2C1=NS(CC2)(=O)=O (9-(4-phenoxyphenyl)-3,4-dihydropyrido[2,1-c][1,2,4]thiadiazine 2,2-dioxide). Reaction SMILES: [H-].[Na+].Cl[CH2:4][CH2:5][S:6](Cl)(=[O:8])=[O:7].[O:10]([C:17]1[CH:22]=[CH:21][C:20]([C:23]2[C:24]([NH2:29])=[N:25][CH:26]=[CH:27][CH:28]=2)=[CH:19][CH:18]=1)[C:11]1[CH:16]=[CH:15][CH:14]=[CH:13][CH:12]=1>C1COCC1>[O:10]([C:17]1[CH:22]=[CH:21][C:20]([C:23]2[C:24]3=[N:29][S:6](=[O:8])(=[O:7])[CH2:5][CH2:4][N:25]3[CH:26]=[CH:27][CH:28]=2)=[CH:19][CH:18]=1)[C:11]1[CH:12]=[CH:13][CH:14]=[CH:15][CH:16]=1 |f:0.1|. Procedure details: To a suspension of NaH (60%, 20.4 g) in THF (dry) (250 mL) was added 2-chloroethanesulfonyl chloride (32.2 mL) at 0° C. and the mixture was stirred for 5 min at the same temperature. A solution of 3-(4-phenoxyphenyl)pyridin-2-amine (29.09 g) in THF (dry) (150 mL) was dropwised at 0° C. and the mixture was stirred at room temperature under N2 for 2 days. The mixture was quenched with THF/water (v/v=5/1) at 0° C. under N2 carefully. Water (500 mL) and EtOAc (400 mL) were added to form precipitates...